This data is from the Open Reaction Database (ORD), a public repository of structured organic reaction records. The task is: describe an organic reaction: reactants, conditions, products, and yield Starting materials: C1CCNCC1, COc1ccc2c(c1)NC(=O)C2, CC(=O)O, CCO, O=Cc1[nH]c2c(c1CCC(=O)O)CCCC2. Product: COc1ccc2c(c1)NC(=O)C2=Cc1[nH]c2c(c1CCC(=O)O)CCCC2. Reaction SMILES: [CH2:29]1[CH2:30][CH2:31][NH:32][CH2:33][CH2:34]1.[CH3:17][O:18][c:19]1[cH:20][cH:21][c:22]2[c:26]([cH:27]1)[NH:25][C:24](=[O:28])[CH2:23]2.[CH3:35][C:36](=[O:37])[OH:38].[CH3:39][CH2:40][OH:41].[CH:1](=[O:2])[c:3]1[nH:4][c:5]2[c:10]([c:11]1[CH2:12][CH2:13][C:14](=[O:15])[OH:16])[CH2:9][CH2:8][CH2:7][CH2:6]2>>[CH:1]([c:3]1[nH:4][c:5]2[c:10]([c:11]1[CH2:12][CH2:13][C:14](=[O:15])[OH:16])[CH2:9][CH2:8][CH2:7][CH2:6]2)=[C:23]1[c:22]2[cH:21][cH:20][c:19]([O:18][CH3:17])[cH:27][c:26]2[NH:25][C:24]1=[O:28]. Reactants: C1CCOC1, [Cl-], COC(=O)c1ccnc(Cl)c1, Fc1ccccc1C[Zn+], c1ccc(P(c2ccccc2)(c2ccccc2)[Pd](P(c2ccccc2)(c2ccccc2)c2ccccc2)(P(c2ccccc2)(c2ccccc2)c2ccccc2)P(c2ccccc2)(c2ccccc2)c2ccccc2)cc1. The product is COC(=O)c1ccnc(Cc2ccccc2F)c1. As a reaction SMILES: [CH2:22]1[O:23][CH2:24][CH2:25][CH2:26]1.[Cl-:12].[Cl:1][c:2]1[cH:3][c:4]([C:5](=[O:6])[O:7][CH3:8])[cH:9][cH:10][n:11]1.[F:13][c:14]1[c:15]([CH2:16][Zn+:17])[cH:18][cH:19][cH:20][cH:21]1.[cH:27]1[cH:28][cH:29][c:30]([P:31]([Pd:32]([P:33]([c:34]2[cH:35][cH:36][cH:37][cH:38][cH:39]2)([c:40]2[cH:41][cH:42][cH:43][cH:44][cH:45]2)[c:46]2[cH:47][cH:48][cH:49][cH:50][cH:51]2)([P:52]([c:53]2[cH:54][cH:55][cH:56][cH:57][cH:58]2)([c:59]2[cH:60][cH:61][cH:62][cH:63][cH:64]2)[c:65]2[cH:66][cH:67][cH:68][cH:69][cH:70]2)[P:71]([c:72]2[cH:73][cH:74][cH:75][cH:76][cH:77]2)([c:78]2[cH:79][cH:80][cH:81][cH:82][cH:83]2)[c:84]2[cH:85][cH:86][cH:87][cH:88][cH:89]2)([c:90]2[cH:91][cH:92][cH:93][cH:94][cH:95]2)[c:96]2[cH:97][cH:98][cH:99][cH:100][cH:101]2)[cH:102][cH:103]1>>[c:2]1([CH2:16][c:15]2[c:14]([F:13])[cH:21][cH:20][cH:19][cH:18]2)[cH:3][c:4]([C:5](=[O:6])[O:7][CH3:8])[cH:9][cH:10][n:11]1. Reactants: [H-].[Na+] (sodium hydride), COC1=CC=C(C=C1)N1C(NC2=NC(=NC=C2C1)NC1=CC=CC=C1)=O (3-(4-methoxy-phenyl)-7-phenylamino-3,4-dihydro-1H-pyrimido[4,5-d]pyrimidin-2-one), CI (methyl iodide). The solvent is O1CCCC1 (tetrahydrofuran). Conditions: time 8 hour. Yields the product COC1=CC=C(C=C1)N1C(N(C2=NC(=NC=C2C1)NC1=CC=CC=C1)C)=O (3-(4-methoxy-phenyl)-1-methyl-7-phenylamino-3,4-dihydro-1H-pyrimido[4,5-d]pyrimidine-2-one). RXN SMILES: [CH3:1][O:2][C:3]1[CH:8]=[CH:7][C:6]([N:9]2[CH2:18][C:17]3[C:12](=[N:13][C:14]([NH:19][C:20]4[CH:25]=[CH:24][CH:23]=[CH:22][CH:21]=4)=[N:15][CH:16]=3)[NH:11][C:10]2=[O:26])=[CH:5][CH:4]=1.[H-].[Na+].[CH3:29]I>O1CCCC1>[CH3:1][O:2][C:3]1[CH:8]=[CH:7][C:6]([N:9]2[CH2:18][C:17]3[C:12](=[N:13][C:14]([NH:19][C:20]4[CH:25]=[CH:24][CH:23]=[CH:22][CH:21]=4)=[N:15][CH:16]=3)[N:11]([CH3:29])[C:10]2=[O:26])=[CH:5][CH:4]=1 |f:1.2|. Procedure details: To the suspension of 3-(4-methoxy-phenyl)-7-phenylamino-3,4-dihydro-1H-pyrimido[4,5-d]pyrimidin-2-one (34.7 mg, 0.1 mmol) (from Example 24a supra) in tetrahydrofuran (5 mL) was added sodium hydride (60%, 10 mg, 0.25 mmol) (Aldrich) followed by methyl iodide (0.032 mL, 0.5 mmol) (Aldrich) in one portion. The reaction mixture was stirred at room temperature overnight and then heated under reflux for 5 hours. The reaction was then quenched with saturated aqueous ammonium chloride solution and extra... The reactants are CCc1ccc(CCl)cc1, CN(C)C=O, N#CC(C#N)CCC(F)(F)F, [H-], [Na+]. The product is CCc1ccc(CC(C#N)(C#N)CCC(F)(F)F)cc1. Reaction SMILES: [CH2:1]([CH3:2])[c:3]1[cH:4][cH:5][c:6]([CH2:7][Cl:8])[cH:9][cH:10]1.[CH3:24][N:25]([CH3:26])[CH:27]=[O:28].[F:13][C:14]([CH2:15][CH2:16][CH:17]([C:18]#[N:19])[C:20]#[N:21])([F:22])[F:23].[H-:11].[Na+:12]>>[CH2:1]([CH3:2])[c:3]1[cH:4][cH:5][c:6]([CH2:7][C:17]([CH2:16][CH2:15][C:14]([F:13])([F:22])[F:23])([C:18]#[N:19])[C:20]#[N:21])[cH:9][cH:10]1. Reactants: CN(C)C=O, Cc1oc(-c2ccccc2)nc1COc1ccc(CCl)cc1, [H-], [Na+], O, COC(=O)c1cncc(O)c1. The product is COC(=O)c1cncc(OCc2ccc(OCc3nc(-c4ccccc4)oc3C)cc2)c1. Reaction SMILES: [CH3:34][N:35]([CH3:36])[CH:37]=[O:38].[Cl:1][CH2:2][c:3]1[cH:4][cH:5][c:6]([O:7][CH2:8][c:9]2[n:10][c:11](-[c:15]3[cH:16][cH:17][cH:18][cH:19][cH:20]3)[o:12][c:13]2[CH3:14])[cH:21][cH:22]1.[H-:39].[Na+:40].[OH2:41].[OH:23][c:24]1[cH:25][c:26]([C:30](=[O:31])[O:32][CH3:33])[cH:27][n:28][cH:29]1>>[CH2:2]([c:3]1[cH:4][cH:5][c:6]([O:7][CH2:8][c:9]2[n:10][c:11](-[c:15]3[cH:16][cH:17][cH:18][cH:19][cH:20]3)[o:12][c:13]2[CH3:14])[cH:21][cH:22]1)[O:23][c:24]1[cH:25][c:26]([C:30](=[O:31])[O:32][CH3:33])[cH:27][n:28][cH:29]1. The reactants are C(C)OC(=O)C1(CCN(CC1)C1=NC=C(C=N1)Br)CC (1-(5-bromo-pyrimidin-2-yl)-4-ethyl-piperidine-4-carboxylic acid ethyl ester), C([O-])([O-])=O.[Cs+].[Cs+] (cesium carbonate), C(C)NC(=O)C1=CC(=CC=2N=C(SC21)NC(NCC)=O)OS(=O)(=O)C(F)(F)F ([7-(Ethylcarbamoyl)-2-(ethylcarbamoylamino)-1,3-benzothiazol-5-yl]trifluoromethanesulfonate), B([O-])[O-] (boronate), B1(OCC(CO1)(C)C)B2OCC(CO2)(C)C (bis-(neopentyl glycolato)diboron), C(C)(=O)[O-].[K+] (potassium acetate). The reagents and catalysts are C1=CC=C(C=C1)P([C-]2C=CC=C2)C3=CC=CC=C3.C1=CC=C(C=C1)P([C-]2C=CC=C2)C3=CC=CC=C3.Cl[Pd]Cl.[Fe+2] (Pd(dppf)Cl2), C1=CC=C(C=C1)P([C-]2C=CC=C2)C3=CC=CC=C3.C1=CC=C(C=C1)P([C-]2C=CC=C2)C3=CC=CC=C3.Cl[Pd]Cl.[Fe+2] (Pd(dppf)Cl2). The solvent is CN(C)C=O (DMF). Run at temperature 80 celsius. Yields the product C(C)NC(=O)C1=CC(=CC=2N=C(SC21)NC(NCC)=O)C=2C=NC(=NC2)N2CCC(CC2)(C(=O)OCC)C (Ethyl 1-[5-[7-(ethylcarbamoyl)-2-(ethylcarbamoylamino)-1,3-benzothiazol-5-yl]pyrimidin-2-yl]-4-methyl-piperidine-4-carboxylate). Isolated yield 42.0%. RXN SMILES: [CH2:1]([NH:3][C:4]([C:6]1[C:14]2[S:13][C:12]([NH:15][C:16](=[O:20])[NH:17][CH2:18][CH3:19])=[N:11][C:10]=2[CH:9]=[C:8](OS(C(F)(F)F)(=O)=O)[CH:7]=1)=[O:5])[CH3:2].B1(B2OCC(C)(C)CO2)OCC(C)(C)CO1.C([O-])(=O)C.[K+].B([O-])[O-].[CH2:53]([O:55][C:56]([C:58]1([CH2:71]C)[CH2:63][CH2:62][N:61]([C:64]2[N:69]=[CH:68][C:67](Br)=[CH:66][N:65]=2)[CH2:60][CH2:59]1)=[O:57])[CH3:54].C(=O)([O-])[O-].[Cs+].[Cs+]>C1C=CC(P(C2C=CC=CC=2)[C-]2C=CC=C2)=CC=1.C1C=CC(P(C2C=CC=CC=2)[C-]2C=CC=C2)=CC=1.Cl[Pd]Cl.[Fe+2].CN(C=O)C>[CH2:1]([NH:3][C:4]([C:6]1[C:14]2[S:13][C:12]([NH:15][C:16](=[O:20])[NH:17][CH2:18][CH3:19])=[N:11][C:10]=2[CH:9]=[C:8]([C:67]2[CH:66]=[N:65][C:64]([N:61]3[CH2:62][CH2:63][C:58]([CH3:71])([C:56]([O:55][CH2:53][CH3:54])=[O:57])[CH2:59][CH2:60]3)=[N:69][CH:68]=2)[CH:7]=1)=[O:5])[CH3:2] |f:2.3,6.7.8,9.10.11.12|. Procedure details: [7-(Ethylcarbamoyl)-2-(ethylcarbamoylamino)-1,3-benzothiazol-5-yl]trifluoromethanesulfonate (150 mg, 0.344 mmol), bis-(neopentyl glycolato)diboron (155 mg, 0.688 mmol) and potassium acetate (100 mg, 0.89 mmol) were weighed into a Kymax tube. DMF (4 mL) was added and the mixture degassed by bubbling N2 through for 15 min. Pd(dppf)Cl2 (28 mg, 0.0344 mmol) was added and the reaction sealed and heated to 80° C. for 3 h at the end of which time LCMS indicated clean boronate formation. The reaction wa... Starting materials: CC(=O)SCC(C)(C)NC(=O)OCc1ccccc1, CCOC(C)=O, CO, [Na+], [OH-]. Yields the product CC(C)(CS)NC(=O)OCc1ccccc1. RXN SMILES: [C:1](=[O:2])([S:3][CH2:4][C:5]([CH3:6])([CH3:7])[NH:8][C:9](=[O:10])[O:11][CH2:12][c:13]1[cH:14][cH:15][cH:16][cH:17][cH:18]1)[CH3:19].[CH3:22][CH2:23][O:24][C:25](=[O:26])[CH3:27].[CH3:28][OH:29].[Na+:21].[OH-:20]>>[SH:3][CH2:4][C:5]([CH3:6])([CH3:7])[NH:8][C:9](=[O:10])[O:11][CH2:12][c:13]1[cH:14][cH:15][cH:16][cH:17][cH:18]1. The reactants are CC12CCC(C#N)=CC1=CCC1C2CCC2(C)C(C(=O)Sc3ccccn3)CCC12, COc1cccc(C(C)(C)N)c1. Yields the product COc1cccc(C(C)(C)NC(=O)C2CCC3C4CC=C5C=C(C#N)CCC5(C)C4CCC23C)c1. As a reaction SMILES: [C:1](#[N:2])[C:3]1=[CH:4][C:5]2=[CH:6][CH2:7][CH:8]3[CH:9]4[CH2:10][CH2:11][CH:12]([C:22]([S:23][c:24]5[cH:25][cH:26][cH:27][cH:28][n:29]5)=[O:30])[C:13]4([CH3:14])[CH2:15][CH2:16][CH:17]3[C:18]2([CH3:21])[CH2:19][CH2:20]1.[CH3:31][O:32][c:33]1[cH:34][c:35]([C:39]([CH3:40])([CH3:41])[NH2:42])[cH:36][cH:37][cH:38]1>>[C:1](#[N:2])[C:3]1=[CH:4][C:5]2=[CH:6][CH2:7][CH:8]3[CH:9]4[CH2:10][CH2:11][CH:12]([C:22](=[O:30])[NH:42][C:39]([c:35]5[cH:34][c:33]([O:32][CH3:31])[cH:38][cH:37][cH:36]5)([CH3:40])[CH3:41])[C:13]4([CH3:14])[CH2:15][CH2:16][CH:17]3[C:18]2([CH3:21])[CH2:19][CH2:20]1. The reactants are C(C)(C)(C)OC(=O)N[C@@H](CC1=CC=CC=C1)C(=O)N[C@@H]1C(OCC1)O ((3S)-3-[[N-tert-Butoxycarbonyl-(L)-phenylalanyl]amino]-2-hydroxytetrahydrofuran), C(C)(=O)OC(C)=O (acetic anhydride), O (water). The reagents and catalysts are CN(C1=CC=NC=C1)C (4-dimethylaminopyridine). Yield: 29.0%. RXN SMILES: [C:1]([O:5][C:6]([NH:8][C@H:9]([C:17]([NH:19][C@H:20]1[CH2:24][CH2:23][O:22][CH:21]1[OH:25])=[O:18])[CH2:10][C:11]1[CH:16]=[CH:15][CH:14]=[CH:13][CH:12]=1)=[O:7])([CH3:4])([CH3:3])[CH3:2].O.[C:27](OC(=O)C)(=[O:29])[CH3:28]>CN(C)C1C=CN=CC=1>[C:27]([O:25][CH:21]1[C@@H:20]([NH:19][C:17](=[O:18])[C@H:9]([CH2:10][C:11]2[CH:16]=[CH:15][CH:14]=[CH:13][CH:12]=2)[NH:8][C:6]([O:5][C:1]([CH3:4])([CH3:2])[CH3:3])=[O:7])[CH2:24][CH2:23][O:22]1)(=[O:29])[CH3:28]. Conditions: time 12 hour. Reported procedure: (3S)-3-[[N-tert-Butoxycarbonyl-(L)-phenylalanyl]amino]-2-hydroxytetrahydrofuran (0.1 g) was dissolved in acetic anhydride (3 ml) followed by addition of 4-dimethylaminopyridine (DMAP) (0,012 g) and the mixture was stirred at room temperature for 12 hours. The reaction mixture was then poured into water and extracted with ethyl acetate. The ethyl acetate layer was washed with 10% aqueous citric acid, water, saturated aqueous sodium hydrogen carbonate, and saturated aqueous sodium chloride in the ... The product is C(C)(=O)OC1OCC[C@@H]1NC([C@@H](NC(=O)OC(C)(C)C)CC1=CC=CC=C1)=O ((3S)-2-acetoxy-3-[[N-tert-butoxycarbonyl-(L)-phenylalanyl]amino]tetrahydrofuran).